Dataset: the Open Reaction Database (ORD), a public repository of structured organic reaction records. Task: describe an organic reaction: reactants, conditions, products, and yield The reactants are [Br-], C1CCOC1, C[Mg+], COC(=O)c1ccc2cc(C=O)oc2c1. Product: COC(=O)c1ccc2cc(C(C)O)oc2c1. RXN SMILES: [Br-:16].[CH2:19]1[O:20][CH2:21][CH2:22][CH2:23]1.[CH3:17][Mg+:18].[CH:1](=[O:2])[c:3]1[o:4][c:5]2[c:6]([cH:7]1)[cH:8][cH:9][c:10]([C:12](=[O:13])[O:14][CH3:15])[cH:11]2>>[CH:1]([OH:2])([c:3]1[o:4][c:5]2[c:6]([cH:7]1)[cH:8][cH:9][c:10]([C:12](=[O:13])[O:14][CH3:15])[cH:11]2)[CH3:17]. Starting materials: CNC (dimethylamine), aluminum chloride anhydride AlCl3, COC(=O)C12CC3(CC(CC(C1)C3)C2)C(=O)OC (1,3-bis(methoxycarbonyl)adamantane). Solvent: C1CCOC1 (THF). Yields the product COC(=O)C12CC3(CC(CC(C1)C3)C2)C(N(C)C)=O (1-methoxycarbonyl-3-(N,N-dimethylcarbamoyl)adamantane). Yield: 80.0%. RXN SMILES: [CH3:1][NH:2][CH3:3].[CH3:4][O:5][C:6]([C:8]12[CH2:17][CH:12]3[CH2:13][CH:14]([CH2:16][C:10]([C:18]([O:20]C)=O)([CH2:11]3)[CH2:9]1)[CH2:15]2)=[O:7]>C1COCC1>[CH3:4][O:5][C:6]([C:8]12[CH2:17][CH:12]3[CH2:13][CH:14]([CH2:16][C:10]([C:18](=[O:20])[N:2]([CH3:3])[CH3:1])([CH2:11]3)[CH2:9]1)[CH2:15]2)=[O:7]. Procedure: 1 mmole of 1,3-bis(methozxycarbonyl)adamantane obtained by the method of Example 84 was dissolved in 30 ml of THF. To the mixture, 0.5 mmole of dimethylamine and 0.1 mmole of aluminum chloride anhydride AlCl3 was added and reacted for 6 hours at 80° C. As a result, The conversion of 1,3-bis(methoxycarbonyl)adamantane was 90%, and 1-methoxycarbonyl-3-(N,N-dimethylcarbamoyl)adamantane (yield 80%) was formed.